This data is from the Open Reaction Database (ORD), a public repository of structured organic reaction records. The task is: describe an organic reaction: reactants, conditions, products, and yield Reactants: CCC(N)CC, CS(C)=O, Cc1cc(Cl)c([N+](=O)[O-])c(Cl)n1. The product is CCC(CC)Nc1cc(C)nc(Cl)c1[N+](=O)[O-]. Reaction SMILES: [CH2:13]([CH3:14])[CH:15]([CH2:16][CH3:17])[NH2:18].[CH3:19][S:20]([CH3:21])=[O:22].[Cl:1][c:2]1[n:3][c:4]([CH3:12])[cH:5][c:6]([Cl:11])[c:7]1[N+:8](=[O:9])[O-:10]>>[Cl:1][c:2]1[n:3][c:4]([CH3:12])[cH:5][c:6]([NH:18][CH:15]([CH2:13][CH3:14])[CH2:16][CH3:17])[c:7]1[N+:8](=[O:9])[O-:10]. The reactants are [Br-], Cc1ccc(S(=O)(=O)Sc2cc(C)c(OCCO)cc2C(C)(C)C)cc1, Cc1ccc(S(=O)(=O)Sc2cc(C)c(CO)cc2C(C)(C)C)cc1, O=C1C=C(O)CC(C2CCCC2)(C2CCCC2)O1, [K+]. Product: Cc1cc(SC2=C(O)CC(C3CCCC3)(C3CCCC3)OC2=O)c(C(C)(C)C)cc1OCCO. As a reaction SMILES: [Br-:69].[C:19]([CH3:20])([CH3:21])([CH3:22])[c:23]1[c:24]([S:34][S:35]([c:36]2[cH:37][cH:38][c:39]([CH3:40])[cH:41][cH:42]2)(=[O:43])=[O:44])[cH:25][c:26]([CH3:33])[c:27]([O:29][CH2:30][CH2:31][OH:32])[cH:28]1.[C:45]([c:46]1[cH:47][c:48]([CH2:49][OH:50])[c:51]([CH3:52])[cH:53][c:54]1[S:55][S:56]([c:57]1[cH:58][cH:59][c:60]([CH3:61])[cH:62][cH:63]1)(=[O:64])=[O:65])([CH3:66])([CH3:67])[CH3:68].[CH:1]1([C:6]2([CH:14]3[CH2:15][CH2:16][CH2:17][CH2:18]3)[CH2:7][C:8]([OH:13])=[CH:9][C:10](=[O:12])[O:11]2)[CH2:2][CH2:3][CH2:4][CH2:5]1.[K+:70]>>[CH:1]1([C:6]2([CH:14]3[CH2:15][CH2:16][CH2:17][CH2:18]3)[CH2:7][C:8]([OH:13])=[C:9]([S:34][c:24]3[c:23]([C:19]([CH3:20])([CH3:21])[CH3:22])[cH:28][c:27]([O:29][CH2:30][CH2:31][OH:32])[c:26]([CH3:33])[cH:25]3)[C:10](=[O:12])[O:11]2)[CH2:2][CH2:3][CH2:4][CH2:5]1. Reactants: C(C)(C)(C)C1(CCCCC1)O (t-butylcyclohexanol), ketone, O.O.[Cr](=O)(=O)([O-])O[Cr](=O)(=O)[O-].[Na+].[Na+] (sodium dichromate dihydrate), S(O)(O)(=O)=O (sulfuric acid). Run in CCOCC (ether), C(C)OCC (ethyl ether), O (water). Yields the product C(C)(C)(C)C1C(CCCC1)=O (2-t-Butylcyclohexanone). As a reaction SMILES: [C:1]([C:5]1(O)[CH2:10][CH2:9][CH2:8][CH2:7][CH2:6]1)([CH3:4])([CH3:3])[CH3:2].O.O.[Cr](O[Cr]([O-])(=O)=O)([O-])(=O)=[O:15].[Na+].[Na+].S(=O)(=O)(O)O>CCOCC.O>[C:1]([CH:5]1[CH2:10][CH2:9][CH2:8][CH2:7][C:6]1=[O:15])([CH3:4])([CH3:3])[CH3:2] |f:1.2.3.4.5|. Procedure details: A solution of 31.25 g. (0.20 mole) t-butylcyclohexanol in 80 ml. of ethyl ether was cooled to 10° C. To this was added dropwise, with stirring, a solution of 21.0 g. (0.07 mole) sodium dichromate dihydrate and 15.75 ml. (0.30 mole) concentrated sulfuric acid in 100 ml. water while maintaining the reaction mixture below 25° C. The mixture was then warmed to room temperature, stirred for two hours, poured onto ice-water, ether layer separated, the aqueous phase extracted again with ether and the c...